From a dataset of the Open Reaction Database (ORD), a public repository of structured organic reaction records. describe an organic reaction: reactants, conditions, products, and yield The reactants are COC=1C=CC(=C(C#N)C1)CN(C(C)C1=NC=CC=C1)CC1=NC=CC=C1C (5-methoxy-2-{[(3-methyl-pyridin-2-ylmethyl)-(1-pyridin-2-yl-ethyl)-amino]-methyl}-benzonitrile), N (NH3). The reagents and catalysts are [Ni] (Raney-nickel). Run in CO (MeOH). The product is NCC1=C(CN(C(C)C2=NC=CC=C2)CC2=NC=CC=C2C)C=CC(=C1)OC ((2-aminomethyl-4-methoxy-benzyl)-(3-methyl-pyridin-2-ylmethyl)-(1-pyridin-2-yl-ethyl)-amine). RXN SMILES: [CH3:1][O:2][C:3]1[CH:4]=[CH:5][C:6]([CH2:11][N:12]([CH2:21][C:22]2[C:27]([CH3:28])=[CH:26][CH:25]=[CH:24][N:23]=2)[CH:13]([C:15]2[CH:20]=[CH:19][CH:18]=[CH:17][N:16]=2)[CH3:14])=[C:7]([CH:10]=1)[C:8]#[N:9].N>CO.[Ni]>[NH2:9][CH2:8][C:7]1[CH:10]=[C:3]([O:2][CH3:1])[CH:4]=[CH:5][C:6]=1[CH2:11][N:12]([CH2:21][C:22]1[C:27]([CH3:28])=[CH:26][CH:25]=[CH:24][N:23]=1)[CH:13]([C:15]1[CH:20]=[CH:19][CH:18]=[CH:17][N:16]=1)[CH3:14]. Procedure details: A solution of the above nitrile (258 mg, 0.69 mmol) in MeOH saturated with NH3 (15 mL) was hydrogenated (40 psi) over Raney-nickel for 4 hours. The mixture was filtered with suction through a pad of celite, washing with excess MeOH. The filtrate was concentrated under reduced pressure, giving the crude amine as a purple foam. The reactants are IC1=NNC2=CC(=CC=C12)[C@@H]1C[C@@]12C(NC1=CC=CC=C21)=O ((1R,2S)-2-(3-iodo-1H-indazol-6-yl)spiro[cyclopropane-1,3′-indolin]-2′-one), FC=1C=C2[C@]3(C(NC2=CC1)=O)[C@@H](C3)C3=CC=C1C=NNC1=C3 ((1R,2S)-5′-fluoro-2-(1H-indazol-6-yl)spiro[cyclopropane-1,3′-indolin]-2′-one). Yields the product FC=1C=C2[C@]3(C(NC2=CC1)=O)[C@@H](C3)C3=CC=C1C(=NNC1=C3)I ((1R,2S)-5′-fluoro-2-(3-iodo-1H-indazol-6-yl)spiro[cyclopropane-1,3′-indolin]-2′-one). Yield: 57.0%. Reaction SMILES: [I:1][C:2]1[C:10]2[C:5](=[CH:6][C:7]([C@H:11]3[C@@:13]4([C:21]5[C:16](=[CH:17][CH:18]=[CH:19][CH:20]=5)[NH:15][C:14]4=[O:22])[CH2:12]3)=[CH:8][CH:9]=2)[NH:4][N:3]=1.[F:23]C1C=C2C(=CC=1)NC(=O)[C@]12C[C@H]1C1C=C2C(C=NN2)=CC=1>>[F:23][C:19]1[CH:20]=[C:21]2[C:16](=[CH:17][CH:18]=1)[NH:15][C:14](=[O:22])[C@:13]12[CH2:12][C@H:11]1[C:7]1[CH:6]=[C:5]2[C:10]([C:2]([I:1])=[N:3][NH:4]2)=[CH:9][CH:8]=1. Procedure details: The title compound was prepared in a manner similar to the method of (1R,2S)-2-(3-iodo-1H-indazol-6-yl)spiro[cyclopropane-1,3′-indolin]-2′-one using (1R,2S)-5′-fluoro-2-(1H-indazol-6-yl)spiro[cyclopropane-1,3′-indolin]-2′-one (240 mg, 0.818 mmol). Purification using Biotage Isolera with SNAP 25 g column with 5-90% EtOAc in hexane yielded the title compound as a cream solid (195 mg, 57%; 97% e.e.) with the major (1R,2S) enantiomer eluting at 3.7 min (Phenomenex Lux 5μ Cellulose-2 (150×4.6 mm); is...